From a dataset of the Open Reaction Database (ORD), a public repository of structured organic reaction records. describe an organic reaction: reactants, conditions, products, and yield Starting materials: Cl (hydrochloric acid), ClC=1C=CC(=C(C1)N1CCN(CC1)CC(CNC1=NC=CC(=N1)C(=O)N)O)OC ((±)-2-[[3-[4-(5-chloro-2-methoxyphenyl) piperazin-1-yl]-2-hydroxypropyl]amino]pyrimidine-4-carboxamide). Run in CO (methanol), CO (methanol). Yields the product NC(=O)C1=NC(=NC=C1)NCCNC(=O)C1=NC(=NC=C1)NCC(CN1CCN(CC1)C1=C(C=CC(=C1)Cl)OC)O ((±) -N-[2-[[4- (Aminocarbonyl) pyrimidin-2-yl]amino]-ethyl]-2 -[[3-[4-(5-chloro-2-methoxyphenyl)piperazin-l-yl]-2-hydroxypropyl]amino]pyrimidine-4-carboxamide). Reaction SMILES: [Cl:1][C:2]1[CH:3]=[CH:4][C:5]([O:28][CH3:29])=[C:6]([N:8]2[CH2:13][CH2:12][N:11]([CH2:14][CH:15]([OH:27])[CH2:16][NH:17][C:18]3[N:23]=[C:22]([C:24]([NH2:26])=[O:25])[CH:21]=[CH:20][N:19]=3)[CH2:10][CH2:9]2)[CH:7]=1.Cl>CO>[NH2:26][C:24]([C:22]1[CH:21]=[CH:20][N:19]=[C:18]([NH:17][CH2:16][CH2:15][NH:26][C:24]([C:22]2[CH:21]=[CH:20][N:19]=[C:18]([NH:17][CH2:16][CH:15]([OH:27])[CH2:14][N:11]3[CH2:10][CH2:9][N:8]([C:6]4[CH:7]=[C:2]([Cl:1])[CH:3]=[CH:4][C:5]=4[O:28][CH3:29])[CH2:13][CH2:12]3)[N:23]=2)=[O:25])[N:23]=1)=[O:25]. Procedure details: 4.7 g. (11.16 mmol) of (±)-2-[[3-[4-(5-chloro-2-methoxyphenyl) piperazin-1-yl]-2-hydroxypropyl]amino]pyrimidine-4-carboxamide and 450 ml of methanol are introduced into a 1 l round-bottomed flask, a stream of gaseous hydrochloric acid is passed through for a few minutes and the mixture is heated at the reflux temperature of the methanol for 2 h. Reactants: BrC1=CC=C(CN2C(=C(C3=CC=CC=C23)C(C(=O)O)CC(=O)C2=C(N(C3=CC=CC=C23)CC2=CC=C(C=C2)Br)C(C)C)C(C)C)C=C1 (2,4-bis[1-(4-bromobenzyl)-2-isopropyl-3-indolyl]-4-oxobutanoic acid), C(C)N1C(=C(C2=CC=CC=C12)C(C(=O)O)CC(=O)C1=C(N(C2=CC=CC=C12)CC)C)C (2,4-bis(1-ethyl-2-methyl-3-indolyl)-4-oxobutanoic acid), C1(\C=C/C(=O)O1)=O (maleic anhydride), BrC1=CC=C(CN2C(=CC3=CC=CC=C23)C(C)C)C=C1 (1-(4-bromobenzyl)-2-isopropylindole). Product: BrC1=CC=C(CN2C(=C(C3=CC=CC=C23)C2C(OC(=C2)C2=C(N(C3=CC=CC=C23)CC2=CC=C(C=C2)Br)C(C)C)=O)C(C)C)C=C1 (3,5-bis[1-(4-bromobenzyl)-2-isopropyl-3-indolyl]-2(3H)-furanone). RXN SMILES: [Br:1][C:2]1[CH:47]=[CH:46][C:5]([CH2:6][N:7]2[C:15]3[C:10](=[CH:11][CH:12]=[CH:13][CH:14]=3)[C:9]([CH:16]([CH2:20][C:21]([C:23]3[C:31]4[C:26](=[CH:27][CH:28]=[CH:29][CH:30]=4)[N:25]([CH2:32][C:33]4[CH:38]=[CH:37][C:36]([Br:39])=[CH:35][CH:34]=4)[C:24]=3[CH:40]([CH3:42])[CH3:41])=O)C(O)=O)=[C:8]2[CH:43]([CH3:45])[CH3:44])=[CH:4][CH:3]=1.C1(=O)[O:53][C:51](=[O:52])C=C1.BrC1C=CC(CN2C3C(=CC=CC=3)C=C2C(C)C)=CC=1.C(N1C2C(=CC=CC=2)C(C(CC(C2C3C(=CC=CC=3)N(CC)C=2C)=O)C(O)=O)=C1C)C>>[Br:39][C:36]1[CH:37]=[CH:38][C:33]([CH2:32][N:25]2[C:26]3[C:31](=[CH:30][CH:29]=[CH:28][CH:27]=3)[C:23]([CH:21]3[CH:20]=[C:16]([C:9]4[C:10]5[C:15](=[CH:14][CH:13]=[CH:12][CH:11]=5)[N:7]([CH2:6][C:5]5[CH:46]=[CH:47][C:2]([Br:1])=[CH:3][CH:4]=5)[C:8]=4[CH:43]([CH3:45])[CH3:44])[O:53][C:51]3=[O:52])=[C:24]2[CH:40]([CH3:42])[CH3:41])=[CH:34][CH:35]=1. Procedure: Following a procedure similar to that described above in part A of this example except that 2,4-bis[1-(4-bromobenzyl)-2-isopropyl-3-indolyl]-4-oxobutanoic acid (prepared by the interaction of maleic anhydride and 1-(4-bromobenzyl)-2-isopropylindole in a similar manner to that described in Example 3, part A) is used in place of 2,4-bis(1-ethyl-2-methyl-3-indolyl)-4-oxobutanoic acid, there is obtained 3,5-bis[1-(4-bromobenzyl)-2-isopropyl-3-indolyl]-2(3H)-furanone (Formula II: R=4-BrC6H4CH2 ; R1 =... Starting materials: C(C)(=O)N1C(C(C2=CC(=C(C=C12)OC)OC)=C(C1=CC=CC=C1)OCC)=O (1-acetyl-3-(1-ethoxy-1-phenyl-methylidene)-5,6-dimethoxy-2-indolinone), COC1=CC=C(C=C1)N (p-anisidine). The product is COC1=CC=C(N\C(\C2=CC=CC=C2)=C\2/C(NC3=CC(=C(C=C23)OC)OC)=O)C=C1 (3-(Z)-[1-(4-methoxy-anilino)-1-phenyl-methylidene]-5,6-dimethoxy-2-indolinone). RXN SMILES: C([N:4]1[C:12]2[C:7](=[CH:8][C:9]([O:15][CH3:16])=[C:10]([O:13][CH3:14])[CH:11]=2)[C:6](=[C:17](OCC)[C:18]2[CH:23]=[CH:22][CH:21]=[CH:20][CH:19]=2)[C:5]1=[O:27])(=O)C.[CH3:28][O:29][C:30]1[CH:35]=[CH:34][C:33]([NH2:36])=[CH:32][CH:31]=1>>[CH3:28][O:29][C:30]1[CH:35]=[CH:34][C:33]([NH:36]/[C:17](=[C:6]2\[C:5](=[O:27])[NH:4][C:12]3[C:7]\2=[CH:8][C:9]([O:15][CH3:16])=[C:10]([O:13][CH3:14])[CH:11]=3)/[C:18]2[CH:23]=[CH:22][CH:21]=[CH:20][CH:19]=2)=[CH:32][CH:31]=1. Procedure details: Prepared from 1-acetyl-3-(1-ethoxy-1-phenyl-methylidene)-5,6-dimethoxy-2-indolinone and p-anisidine Reactants: ClC1=C(C(=CC=C1)F)NC=1NC2=C(N1)C=C(C1=C2CC(O1)(C)C)C(=O)O (2-[(2-chloro-6-fluorophenyl)amino]-7,7-dimethyl-7,8-dihydro-1H-furo[3,2-e]benzimidazole-5-carboxylic acid), CCN(C(C)C)C(C)C (DIPEA), S(=O)(Cl)Cl (thionyl chloride), FC1=C(N)C=C(C=C1)C(F)(F)F (2-fluoro-5-(trifluoromethyl)aniline). Solvent: C1CCOC1 (THF). Product: ClC1=C(C(=CC=C1)F)NC=1NC2=C(N1)C=C(C1=C2CC(O1)(C)C)C(=O)NC1=C(C=CC(=C1)C(F)(F)F)F (2-[(2-Chloro-6-fluorophenyl)amino]-N-[2-fluoro-5-(trifluoromethyl)phenyl]-7,7-dimethyl-7,8-dihydro-1H-furo[3,2-e]benzimidazole-5-carboxamide). Isolated yield 12.6%. Reaction SMILES: [Cl:1][C:2]1[CH:7]=[CH:6][CH:5]=[C:4]([F:8])[C:3]=1[NH:9][C:10]1[NH:11][C:12]2[C:18]3[CH2:19][C:20]([CH3:23])([CH3:22])[O:21][C:17]=3[C:16]([C:24]([OH:26])=O)=[CH:15][C:13]=2[N:14]=1.S(Cl)(Cl)=O.[F:31][C:32]1[CH:38]=[CH:37][C:36]([C:39]([F:42])([F:41])[F:40])=[CH:35][C:33]=1[NH2:34].CCN(C(C)C)C(C)C>C1COCC1>[Cl:1][C:2]1[CH:7]=[CH:6][CH:5]=[C:4]([F:8])[C:3]=1[NH:9][C:10]1[NH:11][C:12]2[C:18]3[CH2:19][C:20]([CH3:23])([CH3:22])[O:21][C:17]=3[C:16]([C:24]([NH:34][C:33]3[CH:35]=[C:36]([C:39]([F:40])([F:41])[F:42])[CH:37]=[CH:38][C:32]=3[F:31])=[O:26])=[CH:15][C:13]=2[N:14]=1. Procedure details: The title compound was prepared by following the procedure described for Example-108 using 2-[(2-chloro-6-fluorophenyl)amino]-7,7-dimethyl-7,8-dihydro-1H-furo[3,2-e]benzimidazole-5-carboxylic acid (Intermediate-15, 0.100 g, 0.266 mmol), thionyl chloride (2.0 mL), 2-fluoro-5-(trifluoromethyl)aniline (0.071 g, 0.396 mmol), THF (10.0 mL) and DIPEA (2 mL). The obtained crude product was purified by column chromatography on neutral alumina eluting with 0.7-1.0% MeOH:DCM to afford 0.018 g of the desir... Reactants: COC(C1=CN=C(C(=C1)Br)Cl)=O (5-bromo-6-chloro-nicotinic acid methylester), N[C@H]1[C@@H](CCCC1)O ((1R,2R)-2-amino-cyclohexanol), FC(CO)(F)F (2,2,2-trifluoro-ethanol), ClC1=CC=C(C=C1)B(O)O (4-chlorophenyl-boronic acid). Product: ClC1=CC=C(C=C1)C=1C(=NC=C(C(=O)N[C@H]2[C@@H](CCCC2)O)C1)OCC(F)(F)F (5-(4-Chloro-phenyl)-N-((1R,2R)-2-hydroxy-cyclohexyl)-6-(2,2,2-trifluoro-ethoxy)-nicotinamide). RXN SMILES: CO[C:3](=[O:12])[C:4]1[CH:9]=[C:8](Br)[C:7](Cl)=[N:6][CH:5]=1.[F:13][C:14]([F:18])([F:17])[CH2:15][OH:16].[Cl:19][C:20]1[CH:25]=[CH:24][C:23](B(O)O)=[CH:22][CH:21]=1.[NH2:29][C@@H:30]1[CH2:35][CH2:34][CH2:33][CH2:32][C@H:31]1[OH:36]>>[Cl:19][C:20]1[CH:25]=[CH:24][C:23]([C:8]2[C:7]([O:16][CH2:15][C:14]([F:18])([F:17])[F:13])=[N:6][CH:5]=[C:4]([CH:9]=2)[C:3]([NH:29][C@@H:30]2[CH2:35][CH2:34][CH2:33][CH2:32][C@H:31]2[OH:36])=[O:12])=[CH:22][CH:21]=1. Procedure: The title compound was synthesized in analogy to the procedure described for the preparation of Example 11, using 5-bromo-6-chloro-nicotinic acid methylester, 2,2,2-trifluoro-ethanol (commercially available), 4-chlorophenyl-boronic acid (commercially available) and (1R,2R)-2-amino-cyclohexanol (commercially available) as starting materials. MS (m/e): 429.1 (MH+). The reactants are N1C(=O)NC(=O)C=C1 (Uracil), Cl.CNC (dimethylamine hydrochloride), C=O (formaldehyde). Run in O (water). The product is Cl.CN(C)CC=1C(NC(NC1)=O)=O (5-Dimethylaminomethyluracil Hydrochloride). Reaction SMILES: [NH:1]1[CH:8]=[CH:7][C:5](=[O:6])[NH:4][C:2]1=[O:3].[ClH:9].[CH3:10][NH:11][CH3:12].[CH2:13]=O>O>[ClH:9].[CH3:10][N:11]([CH2:13][C:7]1[C:5](=[O:6])[NH:4][C:2](=[O:3])[NH:1][CH:8]=1)[CH3:12] |f:1.2,5.6|. Reported procedure: Uracil (56.05 g, 0.50 mol) was refluxed with dimethylamine hydrochloride (81.55 g, 1.0 mol) and 37% aqueous formaldehyde (61 mL, 1.0 mol) in water (100 mL) for two days. The solvent was evaporated and the product triturated with methanol. After filtration and drying, the title compound was isolated (80.6 g, 78.3%). Starting materials: BrC1=NC=C(C=C1)OCC1=CC=CC=C1 (2-bromo-5-[(phenylmethyl)oxy]pyridine), O (water), [Cu]C#N (copper (I) cyanide), C(C)(C)(C)[Mg]Cl (tertbutylmagnesium chloride). The solvent is C1CCOC1 (THF), C1CCOC1 (THF). Reaction conditions: time 15 minute. Yields the product CC(C)(C)C1=NC=C(C=C1)OCC1=CC=CC=C1 (2-(1,1-dimethylethyl)-5-[(phenylmethyl)oxy]pyridine). As a reaction SMILES: [Cu]C#N.[C:4]([Mg]Cl)([CH3:7])([CH3:6])[CH3:5].Br[C:11]1[CH:16]=[CH:15][C:14]([O:17][CH2:18][C:19]2[CH:24]=[CH:23][CH:22]=[CH:21][CH:20]=2)=[CH:13][N:12]=1.O>C1COCC1>[CH3:5][C:4]([C:11]1[CH:16]=[CH:15][C:14]([O:17][CH2:18][C:19]2[CH:24]=[CH:23][CH:22]=[CH:21][CH:20]=2)=[CH:13][N:12]=1)([CH3:7])[CH3:6]. Procedure: To a stirred solution of copper (I) cyanide (18.31 g) in dry THF (400 ml) was added, at −78 C., tertbutylmagnesium chloride (1M in THF, 409 ml). The reaction mixture was stirred at this temperature for 15 min before slowly adding a solution of 2-bromo-5-[(phenylmethyl)oxy]pyridine (13.5 g) in THF. This was stirred for 2 h at −78 C. before warming to 25-30 C. and stirring for a further 20 h. The reaction mixture was poured into water and extracted with ethyl acetate. This was concentrated in vacu... Starting materials: O=C(NCc1ccccc1)C(CO)NC(c1ccccc1)(c1ccccc1)c1ccccc1, CS(C)=O, CI, Cc1ccccc1, [K+], [OH-], O. Product: COCC(NC(c1ccccc1)(c1ccccc1)c1ccccc1)C(=O)NCc1ccccc1. RXN SMILES: [CH2:7]([c:8]1[cH:9][cH:10][cH:11][cH:12][cH:13]1)[NH:14][C:15]([CH:16]([NH:17][C:18]([c:19]1[cH:20][cH:21][cH:22][cH:23][cH:24]1)([c:25]1[cH:26][cH:27][cH:28][cH:29][cH:30]1)[c:31]1[cH:32][cH:33][cH:34][cH:35][cH:36]1)[CH2:37][OH:38])=[O:39].[CH3:1][S:2]([CH3:3])=[O:4].[CH3:40][I:41].[CH3:42][c:43]1[cH:44][cH:45][cH:46][cH:47][cH:48]1.[K+:6].[OH-:5].[OH2:49]>>[CH2:7]([c:8]1[cH:9][cH:10][cH:11][cH:12][cH:13]1)[NH:14][C:15]([CH:16]([NH:17][C:18]([c:19]1[cH:20][cH:21][cH:22][cH:23][cH:24]1)([c:25]1[cH:26][cH:27][cH:28][cH:29][cH:30]1)[c:31]1[cH:32][cH:33][cH:34][cH:35][cH:36]1)[CH2:37][O:38][CH3:40])=[O:39].